From a dataset of the Open Reaction Database (ORD), a public repository of structured organic reaction records. describe an organic reaction: reactants, conditions, products, and yield The reactants are C1CCOC1, CCN, Cc1cc(F)ccc1-c1nc(S(C)(=O)=O)nc2c1ccc(=O)n2-c1ccccc1F. Product: CCNc1nc(-c2ccc(F)cc2C)c2ccc(=O)n(-c3ccccc3F)c2n1. As a reaction SMILES: [CH2:34]1[O:35][CH2:36][CH2:37][CH2:38]1.[CH3:31][CH2:32][NH2:33].[F:1][c:2]1[cH:3][c:4]([CH3:30])[c:5](-[c:8]2[c:9]3[c:10]([n:11][c:12]([S:14]([CH3:15])(=[O:16])=[O:17])[n:13]2)[n:18](-[c:23]2[c:24]([F:29])[cH:25][cH:26][cH:27][cH:28]2)[c:19](=[O:22])[cH:20][cH:21]3)[cH:6][cH:7]1>>[F:1][c:2]1[cH:3][c:4]([CH3:30])[c:5](-[c:8]2[c:9]3[c:10]([n:11][c:12]([NH:33][CH2:32][CH3:31])[n:13]2)[n:18](-[c:23]2[c:24]([F:29])[cH:25][cH:26][cH:27][cH:28]2)[c:19](=[O:22])[cH:20][cH:21]3)[cH:6][cH:7]1. Reactants: NC=1SC=CN1 (2-aminothiazole), BrCC1CCC1 ((bromomethyl)cyclobutane), C(Cl)Cl (CH2Cl2), CO (MeOH). Reaction conditions: temperature 85 celsius, time 18 hour. Yields the product [NH4+].[OH-] (NH4OH), C1(CCC1)CN1C(SC=C1)=N (3-(cyclobutylmethyl)thiazol-2(3H)-imine). Yield: 80.0%. RXN SMILES: [NH2:1][C:2]1[S:3][CH:4]=[CH:5][N:6]=1.Br[CH2:8][CH:9]1[CH2:12][CH2:11][CH2:10]1.C(Cl)Cl.C[OH:17]>>[NH4+:1].[OH-:17].[CH:9]1([CH2:8][N:6]2[CH:5]=[CH:4][S:3][C:2]2=[NH:1])[CH2:12][CH2:11][CH2:10]1 |f:4.5|. Reported procedure: A mixture of 2-aminothiazole (1.0 g, 10 mmol) and (bromomethyl)cyclobutane (1.1 mL, 10 mmol) was warmed to 85° C. and was allowed to stir for 18 h. The mixture was cooled to ambient temperature and the crude material was purified via column chromatography (SiO2, 10% MeOH in EtOAc then 9:1:0.1 CH2Cl2:MeOH:NH4OH) to provide the title compound (1.4 g, 8.0 mmol, 80% yield). MS (DCI/NH3) m/z 169 (M+H)+.